Dataset: the Open Reaction Database (ORD), a public repository of structured organic reaction records. Task: describe an organic reaction: reactants, conditions, products, and yield The reactants are CCOC(=O)c1ccc(-n2cc(C#N)c(N)n2)cc1, CC(=O)Cl, C1CCOC1, O, c1ccncc1. The product is CCOC(=O)c1ccc(-n2cc(C#N)c(NC(C)=O)n2)cc1. Reaction SMILES: [CH2:1]([CH3:2])[O:3][C:4]([c:5]1[cH:6][cH:7][c:8](-[n:11]2[n:12][c:13]([NH2:18])[c:14]([C:16]#[N:17])[cH:15]2)[cH:9][cH:10]1)=[O:19].[CH3:20][C:21]([Cl:22])=[O:23].[O:31]1[CH2:32][CH2:33][CH2:34][CH2:35]1.[OH2:30].[cH:24]1[cH:25][cH:26][n:27][cH:28][cH:29]1>>[CH2:1]([CH3:2])[O:3][C:4]([c:5]1[cH:6][cH:7][c:8](-[n:11]2[n:12][c:13]([NH:18][C:21]([CH3:20])=[O:23])[c:14]([C:16]#[N:17])[cH:15]2)[cH:9][cH:10]1)=[O:19]. As a reaction SMILES: [F:1][c:2]1[c:3]([CH:10]([C:11](=[O:12])[OH:13])[O:14][CH3:15])[cH:4][cH:5][c:6]([O:8][CH3:9])[cH:7]1.[NH2:16][CH2:17][c:18]1[cH:19][c:20]([F:26])[c:21]([C:22]#[N:23])[cH:24][cH:25]1>>[F:1][c:2]1[c:3]([CH:10]([C:11](=[O:13])[NH:16][CH2:17][c:18]2[cH:19][c:20]([F:26])[c:21]([C:22]#[N:23])[cH:24][cH:25]2)[O:14][CH3:15])[cH:4][cH:5][c:6]([O:8][CH3:9])[cH:7]1. The reactants are COc1ccc(C(OC)C(=O)O)c(F)c1, N#Cc1ccc(CN)cc1F. The product is COc1ccc(C(OC)C(=O)NCc2ccc(C#N)c(F)c2)c(F)c1. The reactants are ice water, BrC1=CC(=C(C(=O)O)C=C1)Cl (4-Bromo-2-chlorobenzoic Acid), COC=1C=C(C=C(C1)OC)O (3,5-dimethoxyphenol), C([O-])([O-])=O.[K+].[K+] (potassium carbonate), Cl (hydrochloric acid). Reagents/catalysts: [Cu] (copper), [Cu]I (copper (I) iodide). Solvent: C(C)(=O)OCC (ethyl acetate), CN1C(CCC1)=O (N-methyl-2-pyrrolidone), C1=CC=CC=C1 (benzene). Conditions: temperature 120 celsius, time 30 minute. The product is BrC1=CC2=C(OC3=C(C(C2)=O)C(=CC(=C3)O)O)C=C1 (2-Bromo-7,9-dihydroxy-10,11-dihydrodibenz[b,f]oxepin-10-one). Yield: 62.6%. As a reaction SMILES: [Br:1][C:2]1[CH:10]=[CH:9][C:5]([C:6](O)=[O:7])=[C:4](Cl)[CH:3]=1.C[O:13][C:14]1[CH:15]=[C:16]([OH:22])[CH:17]=[C:18]([O:20][CH3:21])[CH:19]=1.C(=O)([O-])[O-].[K+].[K+].Cl>[Cu].[Cu]I.C(OCC)(=O)C.C1C=CC=CC=1.CN1CCCC1=O>[Br:1][C:2]1[CH:10]=[CH:9][C:21]2[O:20][C:18]3[CH:19]=[C:14]([OH:13])[CH:15]=[C:16]([OH:22])[C:17]=3[C:6](=[O:7])[CH2:5][C:4]=2[CH:3]=1 |f:2.3.4|. Procedure details: To a mixture of 88.3 g (F.W. 235.46, 375 mmol) of 4-bromo-2-chlorobenzoic acid (3), 57.8 g (F.W. 154.165, 375 mmol) of 3,5-dimethoxyphenol (13), 93.2 g (F.W. 138.21, 670 mmol) of potassium carbonate and 400 mL of N-methyl-2-pyrrolidone was added benzene (200 mL), and the resulting solution was dried by a Dean-Stark water separator (140-170° C.) for three hours and then, 6.0 g (F.W. 63.55, 93.7 mmol) of copper (powder) and 17.8 g (F.W. 190.45, 93.7 mmol) of copper (I) iodide were added thereto an... The reactants are BrC1=CC=C(C=C1)OC (4-bromoanisole), C(=O)([O-])[O-].[K+].[K+] (K2CO3), C1N(CCC2=CC=CC=C12)CC(COC1=CC(=CC=C1)B1OC(C(O1)(C)C)(C)C)O (1-(3,4-dihydroisoquinolin-2(1H)-yl)-3-(3-(4,4,5,5-tetramethyl-1,3,2-dioxaborolan-2-yl)phenoxy)propan-2-ol). Reagents/catalysts: C1=CC=C(C=C1)P([C-]2C=CC=C2)C3=CC=CC=C3.C1=CC=C(C=C1)P([C-]2C=CC=C2)C3=CC=CC=C3.Cl[Pd]Cl.[Fe+2] (PdCl2(dppf)2). Run in O1CCOCC1 (Dioxane). Run at temperature 120 celsius. Product: C1N(CCC2=CC=CC=C12)CC(COC=1C=C(C=CC1)C1=CC=C(C=C1)OC)O (1-(3,4-dihydroisoquinolin-2(1H)-yl)-3-((4′-methoxy-[1,1′-biphenyl]-3-yl)oxy)propan-2-ol). Isolated yield 48.8%. RXN SMILES: [CH2:1]1[C:10]2[C:5](=[CH:6][CH:7]=[CH:8][CH:9]=2)[CH2:4][CH2:3][N:2]1[CH2:11][CH:12]([OH:30])[CH2:13][O:14][C:15]1[CH:20]=[CH:19][CH:18]=[C:17](B2OC(C)(C)C(C)(C)O2)[CH:16]=1.Br[C:32]1[CH:37]=[CH:36][C:35]([O:38][CH3:39])=[CH:34][CH:33]=1.C([O-])([O-])=O.[K+].[K+]>O1CCOCC1.C1C=CC(P(C2C=CC=CC=2)[C-]2C=CC=C2)=CC=1.C1C=CC(P(C2C=CC=CC=2)[C-]2C=CC=C2)=CC=1.Cl[Pd]Cl.[Fe+2]>[CH2:1]1[C:10]2[C:5](=[CH:6][CH:7]=[CH:8][CH:9]=2)[CH2:4][CH2:3][N:2]1[CH2:11][CH:12]([OH:30])[CH2:13][O:14][C:15]1[CH:16]=[C:17]([C:32]2[CH:37]=[CH:36][C:35]([O:38][CH3:39])=[CH:34][CH:33]=2)[CH:18]=[CH:19][CH:20]=1 |f:2.3.4,6.7.8.9|. Procedure: To a mixture of 1-(3,4-dihydroisoquinolin-2(1H)-yl)-3-(3-(4,4,5,5-tetramethyl-1,3,2-dioxaborolan-2-yl)phenoxy)propan-2-ol (250 mg, 0.61 mmol) in Dioxane (3 mL) was added 4-bromoanisole (115 mg, 0.61 mmol), 2N K2CO3 (1 mL, 2 mmol) and PdCl2(dppf)2 (20 mg, 0.025 mmol). The reaction mixture was heated at 120° C. under microwave heating conditions for 30 minutes before concentrated to remove the solvent. The residue was dissolved in ethyl acetate, washed with water with the separated organic layer d... Reactants: CC(=O)C1CC(C(=O)OC(C)(C)C)NC1c1ccccc1, Cc1cccc(NC(=O)NCC(=O)O)c1, CC#N, C(=NC1CCCCC1)=NC1CCCCC1. Product: CC(=O)C1CC(C(=O)OC(C)(C)C)N(C(=O)CNC(=O)Nc2cccc(C)c2)C1c1ccccc1. Reaction SMILES: [C:1]([CH3:2])(=[O:3])[CH:4]1[CH2:5][CH:6]([C:15](=[O:16])[O:17][C:18]([CH3:19])([CH3:20])[CH3:21])[NH:7][CH:8]1[c:9]1[cH:10][cH:11][cH:12][cH:13][cH:14]1.[CH3:22][c:23]1[cH:24][c:25]([NH:29][C:30]([NH:31][CH2:32][C:33](=[O:34])[OH:35])=[O:36])[cH:26][cH:27][cH:28]1.[CH3:52][C:53]#[N:54].[CH:37]1([N:38]=[C:39]=[N:40][CH:41]2[CH2:42][CH2:43][CH2:44][CH2:45][CH2:46]2)[CH2:47][CH2:48][CH2:49][CH2:50][CH2:51]1>>[C:1]([CH3:2])(=[O:3])[CH:4]1[CH2:5][CH:6]([C:15](=[O:16])[O:17][C:18]([CH3:19])([CH3:20])[CH3:21])[N:7]([C:33]([CH2:32][NH:31][C:30]([NH:29][c:25]2[cH:24][c:23]([CH3:22])[cH:28][cH:27][cH:26]2)=[O:36])=[O:34])[CH:8]1[c:9]1[cH:10][cH:11][cH:12][cH:13][cH:14]1. Reactants: P(=O)(Cl)(Cl)Cl (phosphoryl chloride), Cl.C(C)NCC (diethylamine hydrochloride), C1(=CC=CC=C1)O (phenol). Yields the product P(OC1=CC=CC=C1)(=O)(Cl)Cl (phenyl phosphorodichloridate). As a reaction SMILES: [P:1]([Cl:5])(Cl)([Cl:3])=[O:2].Cl.C(NCC)C.[C:12]1([OH:18])[CH:17]=[CH:16][CH:15]=[CH:14][CH:13]=1>>[P:1]([Cl:5])([Cl:3])(=[O:2])[O:18][C:12]1[CH:17]=[CH:16][CH:15]=[CH:14][CH:13]=1 |f:1.2|. Reported procedure: To a mixture of 225 g. phosphoryl chloride and 2 g. diethylamine hydrochloride there is added 94 g. phenol over a two-hour period at a temperature of 105°-110°C. The temperature is held for two hours at 110°-115°C. to afford phenyl phosphorodichloridate. Reaction conditions: time 2 hour.